describe an organic reaction: reactants, conditions, products, and yield From a dataset of the Open Reaction Database (ORD), a public repository of structured organic reaction records. Reactants: COC(=O)C1CN(Cc2ccc(Br)c(F)c2)C1, CC(c1ccccc1)c1ccc2oc(B(O)O)cc2c1. Yields the product COC(=O)C1CN(Cc2ccc(-c3cc4cc(C(C)c5ccccc5)ccc4o3)c(F)c2)C1. RXN SMILES: [Br:1][c:2]1[c:3]([F:17])[cH:4][c:5]([CH2:6][N:7]2[CH2:8][CH:9]([C:11](=[O:12])[O:13][CH3:14])[CH2:10]2)[cH:15][cH:16]1.[c:18]1([CH:24]([CH3:25])[c:26]2[cH:27][cH:28][c:29]3[c:30]([cH:31][c:32]([B:34]([OH:35])[OH:36])[o:33]3)[cH:37]2)[cH:19][cH:20][cH:21][cH:22][cH:23]1>>[c:2]1(-[c:32]2[cH:31][c:30]3[c:29]([cH:28][cH:27][c:26]([CH:24]([c:18]4[cH:19][cH:20][cH:21][cH:22][cH:23]4)[CH3:25])[cH:37]3)[o:33]2)[c:3]([F:17])[cH:4][c:5]([CH2:6][N:7]2[CH2:8][CH:9]([C:11](=[O:12])[O:13][CH3:14])[CH2:10]2)[cH:15][cH:16]1. Reactants: C(C)(=O)O[C@H]1[C@@H](O[C@@H]([C@@H]([C@@H]1OC(C)=O)OC(C)=O)COC(C)=O)OC1=NNC(=C1CC1=CC=C(C=C1)\C=C\CC(=O)O)C(C)C (3-(2,3,4,6-tetra-O-acetyl-β-D-galactopyranosyloxy)-4-({4-[(1E)-3-carboxyprop-1-enyl]-phenyl}methyl)-5-isopropyl-1H-pyrazole), Cl.C(C1=CC=CC=C1)O[C@](C(=O)N)(CCCCN)N=C=O ((S)-2-benzyloxy-carbonylamino-6-aminohexanamide hydrochloride), Cl.NCC(=O)N (glycinamide hydrochloride). The product is N[C@@H](CCCCNC(=O)CCCC1=CC=C(C=C1)CC=1C(=NNC1C(C)C)O[C@H]1[C@H](O)[C@@H](O)[C@@H](O)[C@H](O1)CO)C(N)=O (4-[(4-{3-[(S)-5-Amino-5-(carbamoyl)pentylcarbamoyl]propyl}-phenyl)methyl]-3-(β-D-galactopyranosyloxy)-5-isopropyl-1H-pyrazole). Reaction SMILES: C([O:4][C@@H:5]1[C@@H:10]([O:11]C(=O)C)[C@@H:9]([O:15]C(=O)C)[C@@H:8]([CH2:19][O:20]C(=O)C)[O:7][C@H:6]1[O:24][C:25]1[C:29]([CH2:30][C:31]2[CH:36]=[CH:35][C:34](/[CH:37]=[CH:38]/[CH2:39][C:40]([OH:42])=O)=[CH:33][CH:32]=2)=[C:28]([CH:43]([CH3:45])[CH3:44])[NH:27][N:26]=1)(=O)C.Cl.C(O[C@@:55]([N:64]=C=O)([CH2:59][CH2:60][CH2:61][CH2:62][NH2:63])[C:56]([NH2:58])=[O:57])C1C=CC=CC=1.Cl.NCC(N)=O>>[NH2:64][C@H:55]([C:56](=[O:57])[NH2:58])[CH2:59][CH2:60][CH2:61][CH2:62][NH:63][C:40]([CH2:39][CH2:38][CH2:37][C:34]1[CH:35]=[CH:36][C:31]([CH2:30][C:29]2[C:25]([O:24][C@@H:6]3[O:7][C@H:8]([CH2:19][OH:20])[C@H:9]([OH:15])[C@H:10]([OH:11])[C@H:5]3[OH:4])=[N:26][NH:27][C:28]=2[CH:43]([CH3:44])[CH3:45])=[CH:32][CH:33]=1)=[O:42] |f:1.2,3.4|. Procedure details: The title compound was prepared in a similar manner to that described in Example 1 using 3-(2,3,4,6-tetra-O-acetyl-β-D-galactopyranosyloxy)-4-({4-[(1E)-3-carboxyprop-1-enyl]-phenyl}methyl)-5-isopropyl-1H-pyrazole and (S)-2-benzyloxy-carbonylamino-6-aminohexanamide hydrochloride instead of 3-(2,3,4,6-tetra-O-acetyl-β-D-glucopyranosyloxy)-4-({4-[(1E)-3-carboxyprop-1-enyl]phenyl}methyl)-5-isopropyl-1H-pyrazole and glycinamide hydrochloride, respectively. The reactants are C(CCCCCCC)Br (n-octyl bromide), C([O-])([O-])=O.[Cs+].[Cs+] (caesium carbonate), N1=CC=C(C=C1)CC#N (4-Pyridylacetonitrile). The solvent is C(C)#N (acetonitrile). Product: N1=CC=C(C=C1)C(C#N)CCCCCCCC (2-(4-pyridyl)decanonitrile). The yield is 68.6%. Reaction SMILES: [N:1]1[CH:6]=[CH:5][C:4]([CH2:7][C:8]#[N:9])=[CH:3][CH:2]=1.[CH2:10](Br)[CH2:11][CH2:12][CH2:13][CH2:14][CH2:15][CH2:16][CH3:17].C(=O)([O-])[O-].[Cs+].[Cs+]>C(#N)C>[N:1]1[CH:6]=[CH:5][C:4]([CH:7]([CH2:10][CH2:11][CH2:12][CH2:13][CH2:14][CH2:15][CH2:16][CH3:17])[C:8]#[N:9])=[CH:3][CH:2]=1 |f:2.3.4|. Procedure: 4-Pyridylacetonitrile (1.18 g, 0.01 mole) dissolved in acetonitrile (20 ml) was heated under reflux with n-octyl bromide (1.73 ml, 0.01 mole) and caesium carbonate (4 g) for 1 hour, filtered and concentrated. Elution from a column of silica gel as described in Example 1 gave 2-(4-pyridyl)decanonitrile (1.58 g, 69% yield). Reactants: BrCCN1C(C=2C(C1=O)=CC=CC2)=O (N-(2-bromoethyl)phthalimide), N1=CC=C(C=C1)C(C1=CC=CC=C1)N1CCNCC1 (4-[α-(4-pyridyl)benzyl]piperazine). Product: N1=CC=C(C=C1)C(C1=CC=CC=C1)N1CCN(CC1)CCN1C(C=2C(C1=O)=CC=CC2)=O (4-[α-(4-Pyridyl)benzyl]-1-(2-phthalimido-ethyl)piperazine). Yield: 77.0%. RXN SMILES: Br[CH2:2][CH2:3][N:4]1[C:8](=[O:9])[C:7]2=[CH:10][CH:11]=[CH:12][CH:13]=[C:6]2[C:5]1=[O:14].[N:15]1[CH:20]=[CH:19][C:18]([CH:21]([N:28]2[CH2:33][CH2:32][NH:31][CH2:30][CH2:29]2)[C:22]2[CH:27]=[CH:26][CH:25]=[CH:24][CH:23]=2)=[CH:17][CH:16]=1>>[N:15]1[CH:20]=[CH:19][C:18]([CH:21]([N:28]2[CH2:33][CH2:32][N:31]([CH2:2][CH2:3][N:4]3[C:8](=[O:9])[C:7]4=[CH:10][CH:11]=[CH:12][CH:13]=[C:6]4[C:5]3=[O:14])[CH2:30][CH2:29]2)[C:22]2[CH:23]=[CH:24][CH:25]=[CH:26][CH:27]=2)=[CH:17][CH:16]=1. Reported procedure: The title compound was prepared in a yield of 77% in a similar manner to that described in Preparation 1' by reacting N-(2-bromoethyl)phthalimide and 4-[α-(4-pyridyl)benzyl]piperazine. Starting materials: ICCC1CCN(CC1)C(=O)OC(C)(C)C (tert-Butyl 4-(2-iodoethyl)piperidine-1-carboxylate), OC1CCN(CC1)C(=O)OCC1=CC=CC=C1 (benzyl 4-hydroxypiperidine-1-carboxylate), C(C)(C)(C)C1=NC(=CC=C1)C(C)(C)C (2,6-di-tert-butylpyridine). Reagents/catalysts: FC(S(=O)(=O)[O-])(F)F.[Ag+] (silver trifluoromethane sulfonate). The solvent is ClCCl (dichloromethane). Run at time 8 hour. Product: C(C1=CC=CC=C1)OC(=O)N1CCC(CC1)OCCC1CCN(CC1)C(=O)OC(C)(C)C (tert-butyl 4-[2-({1-[(benzyloxy)carbonyl]piperidin-4-yl}oxy)ethyl]piperidine-1-carboxylate). Yield: 44.8%. As a reaction SMILES: I[CH2:2][CH2:3][CH:4]1[CH2:9][CH2:8][N:7]([C:10]([O:12][C:13]([CH3:16])([CH3:15])[CH3:14])=[O:11])[CH2:6][CH2:5]1.[OH:17][CH:18]1[CH2:23][CH2:22][N:21]([C:24]([O:26][CH2:27][C:28]2[CH:33]=[CH:32][CH:31]=[CH:30][CH:29]=2)=[O:25])[CH2:20][CH2:19]1.C(C1C=CC=C(C(C)(C)C)N=1)(C)(C)C>FC(F)(F)S([O-])(=O)=O.[Ag+].ClCCl>[CH2:27]([O:26][C:24]([N:21]1[CH2:22][CH2:23][CH:18]([O:17][CH2:2][CH2:3][CH:4]2[CH2:9][CH2:8][N:7]([C:10]([O:12][C:13]([CH3:16])([CH3:15])[CH3:14])=[O:11])[CH2:6][CH2:5]2)[CH2:19][CH2:20]1)=[O:25])[C:28]1[CH:33]=[CH:32][CH:31]=[CH:30][CH:29]=1 |f:3.4|. Procedure details: tert-Butyl 4-(2-iodoethyl)piperidine-1-carboxylate (6.75 g) was mixed with dichloromethane (90 ml), and benzyl 4-hydroxypiperidine-1-carboxylate (4.0 g), silver trifluoromethane sulfonate (10.3 g), and 2,6-di-tert-butylpyridine (12 ml) was added thereto, followed by stirring at room temperature overnight. The reaction mixture was filtered using Celite as a filtration adjuvant, and the filtrate was concentrated under reduced pressure. The obtained residue was purified by silica gel column chromat... Starting materials: COc1cccc(CBr)c1CBr, CC[N+](CC)(CC)Cc1ccccc1, Cc1ccccc1, [Cl-], NCc1ccccc1, [Na+], [OH-]. Yields the product COc1cccc2c1CN(Cc1ccccc1)C2. As a reaction SMILES: [Br:1][CH2:2][c:3]1[c:4]([O:11][CH3:12])[cH:5][cH:6][cH:7][c:8]1[CH2:9][Br:10].[CH2:22]([N+:23]([CH2:24][CH3:25])([CH2:26][CH3:27])[CH2:28][CH3:29])[c:30]1[cH:31][cH:32][cH:33][cH:34][cH:35]1.[CH3:38][c:39]1[cH:40][cH:41][cH:42][cH:43][cH:44]1.[Cl-:21].[NH2:13][CH2:14][c:15]1[cH:16][cH:17][cH:18][cH:19][cH:20]1.[Na+:37].[OH-:36]>>[CH2:2]1[c:3]2[c:4]([O:11][CH3:12])[cH:5][cH:6][cH:7][c:8]2[CH2:9][N:13]1[CH2:14][c:15]1[cH:16][cH:17][cH:18][cH:19][cH:20]1. Reactants: O=C1N2[C@@H](SCC[C@@H]1NC(OC(C)(C)C)=O)CCC[C@H]2C=C (tert-butyl (4S,7S,10aS)-5-oxo-7-vinyloctahydro-2H-pyrido[2,1-b][1,3]thiazepin-4-ylcarbamate), C(=O)(C(F)(F)F)O (TFA). The solvent is C(Cl)Cl (DCM). Reaction conditions: time 1 hour. Product: FC(C(=O)O)(F)F.N[C@@H]1C(N2[C@@H](SCC1)CCC[C@H]2C=C)=O ((4S,7S,10aS)-4-amino-7-vinylhexahydro-2H-pyrido[2,1-b][1,3]thiazepin-5(7H)-one trifluoroacetate). Isolated yield 103.1%. As a reaction SMILES: [O:1]=[C:2]1[C@@H:8]([NH:9]C(=O)OC(C)(C)C)[CH2:7][CH2:6][S:5][C@H:4]2[CH2:17][CH2:18][CH2:19][C@@H:20]([CH:21]=[CH2:22])[N:3]12.[C:23]([OH:29])([C:25]([F:28])([F:27])[F:26])=[O:24]>C(Cl)Cl>[F:26][C:25]([F:28])([F:27])[C:23]([OH:29])=[O:24].[NH2:9][C@H:8]1[CH2:7][CH2:6][S:5][C@H:4]2[CH2:17][CH2:18][CH2:19][C@@H:20]([CH:21]=[CH2:22])[N:3]2[C:2]1=[O:1] |f:3.4|. Reported procedure: To a solution of tert-butyl (4S,7S,10aS)-5-oxo-7-vinyloctahydro-2H-pyrido[2,1-b][1,3]thiazepin-4-ylcarbamate (44 mg, 0.13 mmol) in DCM (1 mL) was added TFA (1.0 mL, 13 mmol). The reaction was stirred at rt for 1 hr. The reaction mixture was concentrated and dried under high vacuum to afford (4S,7S,10aS)-4-amino-7-vinylhexahydro-2H-pyrido[2,1-b][1,3]thiazepin-5(7H)-one trifluoroacetate (46 mg, 0.134 mmol, 100% yield) as an oil. Anal. Calcd. for C11H18N2OS m/z 226.3. found: 227.1 (M+H)+. The reactants are CC(=O)OC(C)=O, Cl, COc1ccc(C2Sc3c(ccc4ccccc34)N(CCN(C)C)C(=O)C2O)cc1. The product is COc1ccc(C2Sc3c(ccc4ccccc34)N(CCN(C)C)C(=O)C2OC(C)=O)cc1. Reaction SMILES: [CH3:32][C:33](=[O:34])[O:35][C:36](=[O:37])[CH3:38].[ClH:1].[OH:2][CH:3]1[C:4](=[O:31])[N:5]([CH2:26][CH2:27][N:28]([CH3:29])[CH3:30])[c:6]2[c:7]([c:18]3[cH:19][cH:20][cH:21][cH:22][c:23]3[cH:24][cH:25]2)[S:8][CH:9]1[c:10]1[cH:11][cH:12][c:13]([O:16][CH3:17])[cH:14][cH:15]1>>[O:2]([CH:3]1[C:4](=[O:31])[N:5]([CH2:26][CH2:27][N:28]([CH3:29])[CH3:30])[c:6]2[c:7]([c:18]3[cH:19][cH:20][cH:21][cH:22][c:23]3[cH:24][cH:25]2)[S:8][CH:9]1[c:10]1[cH:11][cH:12][c:13]([O:16][CH3:17])[cH:14][cH:15]1)[C:33]([CH3:32])=[O:34]. Procedure: The thus obtained 30 g of 6-chloro-7-methoxy-3,4-dihydrocarbostyril are dispersed in 300 ml of 47%-hydrobromic acid aqueous solution and heated for 4 hours under refluxing condition. After cooling of the reaction mixture, the insoluble matter is separated by filtration, washed with water and dried. Recrystallization from methanol-chloroform obtains 25 g of 6-chloro-7-hydroxy-3,4-dihydrocarbostyril in the form of colorless needle-like crystals with a melting point of 264°-266° C. Isolated yield 89.2%. Reaction SMILES: [Cl:1][C:2]1[CH:3]=[C:4]2[C:9](=[CH:10][C:11]=1[O:12]C)[NH:8][C:7](=[O:14])[CH2:6][CH2:5]2.Br>>[Cl:1][C:2]1[CH:3]=[C:4]2[C:9](=[CH:10][C:11]=1[OH:12])[NH:8][C:7](=[O:14])[CH2:6][CH2:5]2. The reactants are ClC=1C=C2CCC(NC2=CC1OC)=O (6-chloro-7-methoxy-3,4-dihydrocarbostyril), Br (hydrobromic acid). The product is ClC=1C=C2CCC(NC2=CC1O)=O (6-chloro-7-hydroxy-3,4-dihydrocarbostyril). Starting materials: CC(C)N1CCC(CN)CC1, c1ccc2c(c1)[nH]c1cccc(OCC3CO3)c12. The product is CC(C)N1CCC(CNCC(O)COc2cccc3[nH]c4ccccc4c23)CC1. Reaction SMILES: [NH2:19][CH2:20][CH:21]1[CH2:22][CH2:23][N:24]([CH:27]([CH3:28])[CH3:29])[CH2:25][CH2:26]1.[O:1]1[CH:2]([CH2:4][O:5][c:6]2[cH:7][cH:8][cH:9][c:10]3[nH:11][c:12]4[cH:13][cH:14][cH:15][cH:16][c:17]4[c:18]23)[CH2:3]1>>[OH:1][CH:2]([CH2:3][NH:19][CH2:20][CH:21]1[CH2:22][CH2:23][N:24]([CH:27]([CH3:28])[CH3:29])[CH2:25][CH2:26]1)[CH2:4][O:5][c:6]1[cH:7][cH:8][cH:9][c:10]2[nH:11][c:12]3[cH:13][cH:14][cH:15][cH:16][c:17]3[c:18]12.